This data is from the Open Reaction Database (ORD), a public repository of structured organic reaction records. The task is: describe an organic reaction: reactants, conditions, products, and yield Run at temperature 90 celsius, time 30 minute. The solvent is CN(C)C=O (DMF), O (H2O). Reported procedure: A suspension of 2-hydroxy-4-methoxyphenyl-4-hydroxyphenyl ketone (2.6 grams, 10.65 mmol), 4-chlorophenylacetic acid (4.0 g, 23.43 mmol), K2CO3 (4.4 g, 31.95 mnol), carbonyldiimidazole (3.8 g, 23.43 m.mol), and 4-dimethylaminopyridine (0.1 g) in 20 mL of DMF was warmed at 90° C. for 5 hours. The reaction mixture was poured into 150 mL of H2O and stirred for 30 minutes. The precipitated product was collected by filtration and the purified desired product was isolated following flash chromatography... RXN SMILES: OC1C=C(OC)C=CC=1[C:10]1[CH:15]=[C:14]([OH:16])[CH:13]=[CH:12][C:11]=1[C:17]([C:19]1[CH:24]=[CH:23][C:22](O)=[CH:21][C:20]=1C1C=CC(OC)=CC=1O)=O.[Cl:35][C:36]1[CH:41]=[CH:40][C:39]([CH2:42][C:43]([OH:45])=[O:44])=[CH:38][CH:37]=1.[C:46]([O-:49])([O-])=O.[K+].[K+].C(N1C=CN=C1)(N1C=CN=C1)=O>CN(C)C1C=CN=CC=1.CN(C=O)C.O>[Cl:35][C:36]1[CH:37]=[CH:38][C:39]([C:42]2[C:43](=[O:45])[O:44][C:24]3[C:19]([C:17]=2[C:11]2[CH:12]=[CH:13][C:14]([OH:16])=[CH:15][CH:10]=2)=[CH:20][CH:21]=[C:22]([O:49][CH3:46])[CH:23]=3)=[CH:40][CH:41]=1 |f:2.3.4|. Starting materials: OC1=C(C=CC(=C1)OC)C1=C(C=CC(=C1)O)C(=O)C1=C(C=C(C=C1)O)C1=C(C=C(C=C1)OC)O (2-hydroxy-4-methoxyphenyl-4-hydroxyphenyl ketone), ClC1=CC=C(C=C1)CC(=O)O (4-chlorophenylacetic acid), C(=O)([O-])[O-].[K+].[K+] (K2CO3), C(=O)(N1C=NC=C1)N1C=NC=C1 (carbonyldiimidazole). Reagents/catalysts: CN(C1=CC=NC=C1)C (4-dimethylaminopyridine). Yields the product ClC1=CC=C(C=C1)C=1C(OC2=CC(=CC=C2C1C1=CC=C(C=C1)O)OC)=O (3-(4-CHLOROPHENYL)-4-(4-HYDROXYPHENYL)-7-METHOXY-2H-CHROMEN-2-ONE).